This data is from the Open Reaction Database (ORD), a public repository of structured organic reaction records. The task is: describe an organic reaction: reactants, conditions, products, and yield Reactants: C(C)N(CCN1C(C(C2=C(C=C(C=C12)I)C(F)(F)F)(C1=CC2=CC=CC=C2C=C1)O)=O)CC (1-(2-diethylaminoethyl)-4-trifluoromethyl-6-iodo-3-hydroxy-3-(2-naphthyl)oxindole), C(C)(C)(C)OC(=O)CCC#C (4-t-butoxycarbonyl-1-butyne). The product is C(C)N(CCN1C(C(C2=C(C=C(C=C12)C#CCCC(=O)OC(C)(C)C)C(F)(F)F)(C1=CC2=CC=CC=C2C=C1)O)=O)CC (1-(2-Diethylaminoethyl)-4-trifluoromethyl-6-(4-t-butoxycarbonyl-1-butynyl)-3-hydroxy-3-(2-naphthyl)oxindole). Isolated yield 82.0%. As a reaction SMILES: [CH2:1]([N:3]([CH2:32][CH3:33])[CH2:4][CH2:5][N:6]1[C:14]2[C:9](=[C:10]([C:16]([F:19])([F:18])[F:17])[CH:11]=[C:12](I)[CH:13]=2)[C:8]([OH:30])([C:20]2[CH:29]=[CH:28][C:27]3[C:22](=[CH:23][CH:24]=[CH:25][CH:26]=3)[CH:21]=2)[C:7]1=[O:31])[CH3:2].[C:34]([O:38][C:39]([CH2:41][CH2:42][C:43]#[CH:44])=[O:40])([CH3:37])([CH3:36])[CH3:35]>>[CH2:1]([N:3]([CH2:32][CH3:33])[CH2:4][CH2:5][N:6]1[C:14]2[C:9](=[C:10]([C:16]([F:19])([F:18])[F:17])[CH:11]=[C:12]([C:44]#[C:43][CH2:42][CH2:41][C:39]([O:38][C:34]([CH3:37])([CH3:36])[CH3:35])=[O:40])[CH:13]=2)[C:8]([OH:30])([C:20]2[CH:29]=[CH:28][C:27]3[C:22](=[CH:23][CH:24]=[CH:25][CH:26]=3)[CH:21]=2)[C:7]1=[O:31])[CH3:2]. Procedure: The title compound (34.9 mg, 82%) was prepared from 1-(2-diethylaminoethyl)-4-trifluoromethyl-6-iodo-3-hydroxy-3-(2-naphthyl)oxindole of Example 48 (40.9 mg, 0.0720 mmol) and 4-t-butoxycarbonyl-1-butyne by the procedure similar to that described in Reference Example 21. Starting materials: CC12C3C(C(CC2OB(O1)[C@H](CC=1C(=C(C(=O)OC(C)(C)C)C=CC1)OC)NC(=O)C=1C=C2CNCC2=CC1)C3)(C)C (tert-butyl 3-((2R)-2-(2,9,9-trimethyl-3,5-dioxa-4-bora-tricyclo[6.1.1.02,6]dec-4-yl)-2-(isoindoline-5-carboxamido)ethyl)-2-methoxybenzoate), B(Cl)(Cl)Cl (BCl3). Yields the product OB1OC2=C(C[C@@H]1NC(=O)C=1C=C3CNCC3=CC1)C=CC=C2C(=O)O ((R)-2-hydroxy-3-(isoindoline-5-carboxamido)-3,4-dihydro-2H-benzo[e][1,2]oxaborinine-8-carboxylic acid). Reaction SMILES: CC12[O:10][B:9]([C@@H:11]([NH:28][C:29]([C:31]3[CH:32]=[C:33]4[C:37](=[CH:38][CH:39]=3)[CH2:36][NH:35][CH2:34]4)=[O:30])[CH2:12][C:13]3[C:14]([O:26]C)=[C:15]([CH:23]=[CH:24][CH:25]=3)[C:16]([O:18]C(C)(C)C)=[O:17])OC1CC1CC2C1(C)C.B(Cl)(Cl)Cl>>[OH:10][B:9]1[C@@H:11]([NH:28][C:29]([C:31]2[CH:32]=[C:33]3[C:37](=[CH:38][CH:39]=2)[CH2:36][NH:35][CH2:34]3)=[O:30])[CH2:12][C:13]2[CH:25]=[CH:24][CH:23]=[C:15]([C:16]([OH:18])=[O:17])[C:14]=2[O:26]1. Reported procedure: Prepared from tert-butyl 3-((2R)-2-(2,9,9-trimethyl-3,5-dioxa-4-bora-tricyclo[6.1.1.02,6]dec-4-yl)-2-(isoindoline-5-carboxamido)ethyl)-2-methoxybenzoate and BCl3 following the procedure described in Step 2 of Example 3. The crude product was purified by reverse phase preparative HPLC and dried using lyophilization. ESI-MS m/z 353 (MH)+. Starting materials: Cl (hydrochloric acid), FC1=C(C=CC(=C1)Br)O (2-fluoro-4-bromophenol), C(C1=CC=CC=C1)Cl (benzyl chloride), C([O-])([O-])=O.[K+].[K+] (potassium carbonate). Run in C1(CCCCC1)=O (cyclohexanone). Run at time 7 hour. The product is C(C1=CC=CC=C1)OC1=C(C=C(C=C1)Br)F (2-fluoro-4-bromophenyl benzyl ether). Isolated yield 97.7%. Reaction SMILES: [F:1][C:2]1[CH:7]=[C:6]([Br:8])[CH:5]=[CH:4][C:3]=1[OH:9].[CH2:10](Cl)[C:11]1[CH:16]=[CH:15][CH:14]=[CH:13][CH:12]=1.C(=O)([O-])[O-].[K+].[K+].Cl>C1(=O)CCCCC1>[CH2:10]([O:9][C:3]1[CH:4]=[CH:5][C:6]([Br:8])=[CH:7][C:2]=1[F:1])[C:11]1[CH:16]=[CH:15][CH:14]=[CH:13][CH:12]=1 |f:2.3.4|. Reported procedure: A reaction vessel was charged with 19.4 g of 2-fluoro-4-bromophenol, 12.9 g of benzyl chloride, 23.3 g of potassium carbonate and 510 ml of cyclohexanone and the reaction was carried out with stirring at 120°-140° C. for 7 hours. The reaction liquid was poured into dilute hydrochloric acid and then extracted with benzene. The benzene layer was washed with water and dried over Glauber's salt. The benzene was distilled off and the residue was purified by way of column chromatography on silica gel ... Yields the product COC1=C(C=CC=C1)NC(C1=CC=C(C=C1)CN1C(C=2C(C1=O)=CC=CC2)=O)=O (N-(2-Methoxyphenyl)-4-phthalimidomethylbenzamide). Reaction SMILES: [C:1]1(=[O:11])[NH:5][C:4](=[O:6])[C:3]2=[CH:7][CH:8]=[CH:9][CH:10]=[C:2]12.[H-].[Na+].Cl[CH2:15][C:16]1[CH:32]=[CH:31][C:19]([C:20]([NH:22][C:23]2[CH:28]=[CH:27][CH:26]=[CH:25][C:24]=2[O:29][CH3:30])=[O:21])=[CH:18][CH:17]=1.[I-].[Na+]>C1COCC1.CN(C=O)C>[CH3:30][O:29][C:24]1[CH:25]=[CH:26][CH:27]=[CH:28][C:23]=1[NH:22][C:20](=[O:21])[C:19]1[CH:18]=[CH:17][C:16]([CH2:15][N:5]2[C:1](=[O:11])[C:2]3=[CH:10][CH:9]=[CH:8][CH:7]=[C:3]3[C:4]2=[O:6])=[CH:32][CH:31]=1 |f:1.2,4.5|. The solvent is C1CCOC1 (THF), CN(C)C=O (DMF). Conditions: time 40 minute. Starting materials: [H-].[Na+] (sodium hydride), [I-].[Na+] (sodium iodide), C1(C=2C(C(N1)=O)=CC=CC2)=O (phthalimide), ClCC1=CC=C(C(=O)NC2=C(C=CC=C2)OC)C=C1 (4-chloromethyl-N-(2-methoxyphenyl)benzamide). Procedure details: In an atmosphere of argon, phthalimide (150 mg, 1.0 mmol) was dissolved in THF (10 ml) to which was subsequently added sodium hydride (44 mg, 60%, 1.1 mmol) at room temperature. After 40 minutes of stirring at the same temperature, to this was added a DMF solution (5 ml) containing 4-chloromethyl-N-(2-methoxyphenyl)benzamide (276 mg, 1.0 mmol) and a catalytically effective amount of sodium iodide. After 2 hours of stirring at 80° C. and subsequent removal of the solvent by evaporation, the resul... The yield is 77.6%. Reactants: ClC1=CC=C(C=C1)C1(CC1)C(=O)N1CC(=CC1)C1=CC=CC=C1 (1-{[1-(4-chlorophenyl)cyclopropyl]carbonyl}-3-phenyl-2,5-dihydro-1H-pyrrole), C[N+]1(CCOCC1)[O-] (4-methylmorpholine 4-oxide), CC(=O)C (acetone), O (water), C(C)(C)(C)O (tert-butyl alcohol). Reagents/catalysts: [Os](=O)(=O)(=O)=O (osmium tetraoxide). Reaction conditions: temperature 70 celsius. Product: ClC1=CC=C(C=C1)C1(CC1)C(=O)N1CC(C(C1)O)(O)C1=CC=CC=C1 (1-{[1-(4-Chlorophenyl)cyclopropyl]carbonyl}-3-phenylpyrrolidine-3,4-diol). Reaction SMILES: [Cl:1][C:2]1[CH:7]=[CH:6][C:5]([C:8]2([C:11]([N:13]3[CH2:17]C=C(C4C=CC=CC=4)C3)=[O:12])[CH2:10][CH2:9]2)=[CH:4][CH:3]=1.[CH3:24][C:25]([CH3:27])=O.[OH2:28].[C:29]([OH:33])([CH3:32])([CH3:31])[CH3:30].C[N+]1([O-])CCO[CH2:37][CH2:36]1>[Os](=O)(=O)(=O)=O>[Cl:1][C:2]1[CH:3]=[CH:4][C:5]([C:8]2([C:11]([N:13]3[CH2:17][CH:31]([OH:28])[C:29]([C:32]4[CH:37]=[CH:36][CH:27]=[CH:25][CH:24]=4)([OH:33])[CH2:30]3)=[O:12])[CH2:9][CH2:10]2)=[CH:6][CH:7]=1. Procedure details: To a solution of 1-{[1-(4-chlorophenyl)cyclopropyl]carbonyl}-3-phenyl-2,5-dihydro-1H-pyrrole (80 mg, 0.0002 mol, prepared using a procedure analogous to that described in example 1) in acetone (500 μL, 0.007 mol), water (1250 μL, 0.0694 mol), and tert-butyl alcohol (250 μL, 0.0026 mol), was added osmium tetraoxide (80 mg, 0.00001 mol) followed by 4-methylmorpholine 4-oxide (29 mg, 0.00025 mol). The mixture was heated at 70° C. for 1 hour. After cooling, it was filtered and the filtrate was purif...